Dataset: the Open Reaction Database (ORD), a public repository of structured organic reaction records. Task: describe an organic reaction: reactants, conditions, products, and yield Reactants: C(=O)(OC(C)(C)C)N1CCC(CC1)CCOC1=CC=C(C=C1)C(=O)NC[C@@H](C(=O)O)O (4-[2-(N-BOC-piperidin-4-yl)ethyloxy]phenylcarbonyl-2(S)-hydroxy-β-alanine), C(=O)(C(F)(F)F)O (TFA). The solvent is C(Cl)Cl (CH2Cl2). Product: N1CCC(CC1)CCOC1=CC=C(C=C1)C(=O)NC[C@@H](C(=O)O)O (4-[2-(Piperidin-4-yl)ethyloxy]phenylcarbonyl-2(S)-hydroxy-β-alanine). Yield: 83.2%. Reaction SMILES: C([N:8]1[CH2:13][CH2:12][CH:11]([CH2:14][CH2:15][O:16][C:17]2[CH:22]=[CH:21][C:20]([C:23]([NH:25][CH2:26][C@H:27]([OH:31])[C:28]([OH:30])=[O:29])=[O:24])=[CH:19][CH:18]=2)[CH2:10][CH2:9]1)(OC(C)(C)C)=O.C(O)(C(F)(F)F)=O>C(Cl)Cl>[NH:8]1[CH2:13][CH2:12][CH:11]([CH2:14][CH2:15][O:16][C:17]2[CH:22]=[CH:21][C:20]([C:23]([NH:25][CH2:26][C@H:27]([OH:31])[C:28]([OH:30])=[O:29])=[O:24])=[CH:19][CH:18]=2)[CH2:10][CH2:9]1. Procedure details: A solution of 17-3 (45 mg, 0.10 mmol), TFA (1 mL), and CH2Cl2 (1 mL) was stirred at ambient temperature for 1.0 h. Concentration and flash chromatography (silica, 10:1:1 ethanol H2O/NH4OH) gave 17-4 (28 mg) as a white solid. Rf 0.17 (10:1:1 ethanol) H2O/NH4OH). Procedure details: 5-Bromo-2-(2,2-dimethylpropionylamino)-3-hydroxybenzoic acid (I-220) was dissolved in acetic acid (3 ml), then fuming nitric acid (22 μl, 0.52 mmol) was added at room temperature. After stirring at room temperature for 1 hour, the solvent was evaporated away under reduced pressure. The residue was fractionated with ethyl acetate and saturated brine. The organic layer was again washed with saturated brine, and dried over anhydrous sodium sulfate. After filtration, the solvent was evaporated away ... Run at time 1 hour. Run in C(C)(=O)O (acetic acid). Starting materials: BrC=1C=C(C(=C(C(=O)O)C1)NC(C(C)(C)C)=O)O (5-Bromo-2-(2,2-dimethylpropionylamino)-3-hydroxybenzoic acid), [N+](=O)(O)[O-] (nitric acid). Product: BrC=1C=C(C(=C(C(=O)O)C1[N+](=O)[O-])NC(C(C)(C)C)=O)O (5-bromo-2-(2,2-dimethylpropionylamino)-3-hydroxy-6-nitrobenzoic acid). RXN SMILES: [Br:1][C:2]1[CH:3]=[C:4]([OH:18])[C:5]([NH:11][C:12](=[O:17])[C:13]([CH3:16])([CH3:15])[CH3:14])=[C:6]([CH:10]=1)[C:7]([OH:9])=[O:8].[N+:19]([O-])([OH:21])=[O:20]>C(O)(=O)C>[Br:1][C:2]1[CH:3]=[C:4]([OH:18])[C:5]([NH:11][C:12](=[O:17])[C:13]([CH3:15])([CH3:14])[CH3:16])=[C:6]([C:10]=1[N+:19]([O-:21])=[O:20])[C:7]([OH:9])=[O:8]. Starting materials: FC=1C=C(C(=O)O)C(=CC1F)[N+](=O)[O-] (3,4-difluoro-6-nitrobenzoic acid), CO (methanol). The solvent is C1CCOC1 (THF), C1CCOC1 (THF). Reaction conditions: time 2 hour. The product is FC1=CC(=C(C=C1F)CO)[N+](=O)[O-] ((4,5-Difluoro-2-nitro-phenyl)-methanol). As a reaction SMILES: [F:1][C:2]1[CH:3]=[C:4]([C:8]([N+:12]([O-:14])=[O:13])=[CH:9][C:10]=1[F:11])[C:5](O)=[O:6].CO>C1COCC1>[F:11][C:10]1[C:2]([F:1])=[CH:3][C:4]([CH2:5][OH:6])=[C:8]([N+:12]([O-:14])=[O:13])[CH:9]=1. Reported procedure: To a solution of 3,4-difluoro-6-nitrobenzoic acid (3.05 g, 15 mmol) in THF (20 mL) was added BH3 THF (30 mL). The resulting mixture was stirred at room temperature for 2 h and then at 50° C. for 5 h. The resulting mixture was then cooled to room temperature, and methanol (20 mL) was added slowly. The resulting mixture was concentrated, and the residue was treated with methanol twice more, to yield a yellow solid. Reactants: [H][H] (hydrogen), NCCCN (1,3-diaminopropane), C1CCCCC1 (cyclohexane). Yields the product N1(C=CC=C1)CCCN (3-(1-pyrrolyl)-propylamine). As a reaction SMILES: [H][H].[NH2:3][CH2:4][CH2:5][CH2:6][NH2:7].[CH2:8]1[CH2:13]CC[CH2:10][CH2:9]1>>[N:3]1([CH2:4][CH2:5][CH2:6][NH2:7])[CH:10]=[CH:9][CH:8]=[CH:13]1. Procedure details: Similarly prepared according to procedure given in Example 1 is the compound of formula I wherein R1, R2 and R3 represent hydrogen, n represents the integer 1, m represents the integer 3 and Het represents ##STR20## and wherein the cyclohexane and pyrrolidone rings are cis fused, m.p. 78°-79°, starting with 1,3-diaminopropane so as to obtain 3-(1-pyrrolyl)-propylamine which is then condensed with ethyl cyclohexanone-2-acetate. Reported procedure: A solution of 4-(n-octylamino)benzoic acid (4.97 g.) in 25 ml. of hexamethylphosphoramide is treated with sodium hydride and then 1-chloro-2,3-propanediol in the manner described in Example 2 to produce white crystals of 2,3-dihydroxypropyl 4-(n-octylamino)benzoate. RXN SMILES: [CH2:1]([NH:9][C:10]1[CH:18]=[CH:17][C:13]([C:14]([OH:16])=[O:15])=[CH:12][CH:11]=1)[CH2:2][CH2:3][CH2:4][CH2:5][CH2:6][CH2:7][CH3:8].[H-].[Na+].Cl[CH2:22][CH:23]([OH:26])[CH2:24][OH:25]>CN(C)P(N(C)C)(N(C)C)=O>[CH2:1]([NH:9][C:10]1[CH:11]=[CH:12][C:13]([C:14]([O:16][CH2:22][CH:23]([OH:26])[CH2:24][OH:25])=[O:15])=[CH:17][CH:18]=1)[CH2:2][CH2:3][CH2:4][CH2:5][CH2:6][CH2:7][CH3:8] |f:1.2|. Yields the product C(CCCCCCC)NC1=CC=C(C(=O)OCC(CO)O)C=C1 (2,3-dihydroxypropyl 4-(n-octylamino)benzoate). Reactants: C(CCCCCCC)NC1=CC=C(C(=O)O)C=C1 (4-(n-octylamino)benzoic acid), [H-].[Na+] (sodium hydride), ClCC(CO)O (1-chloro-2,3-propanediol). The solvent is CN(P(=O)(N(C)C)N(C)C)C (hexamethylphosphoramide). The reactants are CC(=O)c1ccc(F)c(-c2ccc(F)cc2C#N)c1, C1COCCO1, C1COCCO1, O, O=[Se]=O. The product is N#Cc1cc(F)ccc1-c1cc(C(=O)C=O)ccc1F. As a reaction SMILES: [C:4]([CH3:5])(=[O:6])[c:7]1[cH:8][cH:9][c:10]([F:22])[c:11](-[c:13]2[c:14]([C:20]#[N:21])[cH:15][c:16]([F:19])[cH:17][cH:18]2)[cH:12]1.[CH2:30]1[O:31][CH2:32][CH2:33][O:34][CH2:35]1.[O:24]1[CH2:25][CH2:26][O:27][CH2:28][CH2:29]1.[OH2:23].[Se:1](=[O:2])=[O:3]>>[O:2]=[CH:5][C:4](=[O:6])[c:7]1[cH:8][cH:9][c:10]([F:22])[c:11](-[c:13]2[c:14]([C:20]#[N:21])[cH:15][c:16]([F:19])[cH:17][cH:18]2)[cH:12]1.